describe an organic reaction: reactants, conditions, products, and yield From a dataset of the Open Reaction Database (ORD), a public repository of structured organic reaction records. Starting materials: CC(C)C[Al+]CC(C)C, Cc1ccccc1, CCOC(=O)CCc1oc(Cl)nc1-c1ccc(Cl)cc1, [H-], C1CCOC1. Product: OCCCc1oc(Cl)nc1-c1ccc(Cl)cc1. Reaction SMILES: [CH2:22]([Al+:23][CH2:24][CH:25]([CH3:26])[CH3:27])[CH:28]([CH3:29])[CH3:30].[CH3:36][c:37]1[cH:38][cH:39][cH:40][cH:41][cH:42]1.[Cl:1][c:2]1[o:3][c:4]([CH2:14][CH2:15][C:16](=[O:17])[O:18][CH2:19][CH3:20])[c:5](-[c:7]2[cH:8][cH:9][c:10]([Cl:13])[cH:11][cH:12]2)[n:6]1.[H-:21].[O:31]1[CH2:32][CH2:33][CH2:34][CH2:35]1>>[Cl:1][c:2]1[o:3][c:4]([CH2:14][CH2:15][CH2:16][OH:17])[c:5](-[c:7]2[cH:8][cH:9][c:10]([Cl:13])[cH:11][cH:12]2)[n:6]1. The reactants are [Si](C)(C)(C(C)(C)C)OC=1C=C(C=CC1)SC1=CC(=NC=C1)NC=1SC=C(N1)C (4-(3-(tert-butyldimethylsilyloxy)phenylthio)-N-(4-methylthiazol-2-yl)pyridin-2-amine), C1CCOC1 (THF), Cl (HCl). The solvent is O (water). Reaction conditions: time 8 hour. Product: CC=1N=C(SC1)NC1=NC=CC(=C1)SC=1C=C(C=CC1)O (3-(2-(4-Methylthiazol-2-ylamino)pyridin-4-ylthio)phenol). Yield: 89.6%. RXN SMILES: [Si]([O:8][C:9]1[CH:10]=[C:11]([S:15][C:16]2[CH:21]=[CH:20][N:19]=[C:18]([NH:22][C:23]3[S:24][CH:25]=[C:26]([CH3:28])[N:27]=3)[CH:17]=2)[CH:12]=[CH:13][CH:14]=1)(C(C)(C)C)(C)C.C1COCC1.Cl>O>[CH3:28][C:26]1[N:27]=[C:23]([NH:22][C:18]2[CH:17]=[C:16]([S:15][C:11]3[CH:10]=[C:9]([OH:8])[CH:14]=[CH:13][CH:12]=3)[CH:21]=[CH:20][N:19]=2)[S:24][CH:25]=1. Reported procedure: A 3 dram vial was charged with 4-(3-(tert-butyldimethylsilyloxy)phenylthio)-N-(4-methylthiazol-2-yl)pyridin-2-amine (0.470 g, 1.09 mmol and THF (2 mL) and 6M HCl (1 mL) were added. The reaction mixture was stirred at room temperature overnight, then diluted with water and extracted with ethyl acetate. The combined organic layers were dried over magnesium sulfate, filtered and concentrated to give desired product (0.309 g, 89.6% yield) as yellow solid. 1H NMR (DMSO) δ 11.07 (s, 1H), 9.84 (s, 1H),... Reactants: COC1=C2C3=C(C[C@@H]4[C@]5([C@]3(CCN4)[C@@H](O2)C(=O)CC5)O)C=C1 (noroxycodone), CN1CC[C@]23C4=C5C=CC(=C4O[C@H]2C(=O)CC[C@]3([C@H]1C5)O)OC (oxycodone), CN1CC[C@]23C4=C5C=CC(=C4O[C@H]2C(=O)CC[C@]3([C@H]1C5)O)OC (Oxycodone), C(C)(=O)OC(C)=O (acetic anhydride). Product: CC(=O)O[C@]12CCC(=O)[C@H]3[C@@]14CCN([C@@H]2CC5=C4C(=C(C=C5)OC)O3)C (14-acetyloxycodone). RXN SMILES: C[O:2][C:3]1C=CC2C[C@H]3NCC[C@]45[C@H](C(CC[C@@]34O)=O)O[C:4]=1C=25.[CH3:23][N:24]1[C@@H:41]2[CH2:42][C:29]3[CH:30]=[CH:31][C:32]([O:44][CH3:45])=[C:33]4[O:34][C@H:35]5[C:36]([CH2:38][CH2:39][C@:40]2([OH:43])[C@:27]5([C:28]=34)[CH2:26][CH2:25]1)=[O:37].C(OC(=O)C)(=O)C>>[CH3:4][C:3]([O:43][C@@:40]12[C@H:41]3[CH2:42][C:29]4[CH:30]=[CH:31][C:32]([O:44][CH3:45])=[C:33]5[O:34][C@H:35]([C@@:27]1([C:28]=45)[CH2:26][CH2:25][N:24]3[CH3:23])[C:36](=[O:37])[CH2:38][CH2:39]2)=[O:2]. Procedure details: The noroxycodone used as starting material for Method II is prepared from oxycodone by the following steps: ##STR13## Oxycodone is refluxed with acetic anhydride to yield 14-acetyloxycodone. This product is reacted with cyanogen bromide to yield 14-acetyloxy-17-cyano-7,8-dihydronorcodone which is in turn converted to noroxycodone by reaction with hydrogen chloride. The oxycodone starting material is prepared according to M. Freund and E. Speyer, J. fur Praktische Chemie, 94, 135-137 (1916), the ... Reactants: BrCC(C)C (1-bromo-2-methylpropane), O (water), solution, C(C)(C)NC(C)C (diisopropylamine), BrC1=NC(=CC=C1)C (2-bromo-6-methylpyridine). Solvent: C1CCOC1 (THF). Conditions: time 15 minute. Yields the product BrC1=NC(=CC=C1)CCC(C)C (2-bromo-6-(3-methyl-butyl)-pyridine). The yield is 35.9%. As a reaction SMILES: C(NC(C)C)(C)C.[Br:8][C:9]1[CH:14]=[CH:13][CH:12]=[C:11]([CH3:15])[N:10]=1.Br[CH2:17][CH:18]([CH3:20])[CH3:19].O>C1COCC1>[Br:8][C:9]1[CH:14]=[CH:13][CH:12]=[C:11]([CH2:15][CH2:17][CH:18]([CH3:20])[CH3:19])[N:10]=1. Procedure: A 2.5M solution of n-buthyllithium (0.44 mL, 1.1 mmol) was added dropwise to a stirred solution of diisopropylamine (0.16 mL, 1.15 mmol) in THF (2 mL) at −78° C. The mixture was stirred for 15 minutes and 2-bromo-6-methylpyridine (0.11 mL, 1 mmol) was added dropwise. The mixture was stirred for 15 minutes and 1-bromo-2-methylpropane (0.21 mL, 2 mmol) was added dropwise. The mixture was stirred for 1 hour at this temperature and at room temperature for 60 hours. The mixture was treated with water... Procedure: 4-(4-Bromo-2-fluorophenyl)-2-methyl-2-(methylsulfonyl)-N-(tetrahydro-2H-pyran-2-yloxy)butanamide (250 mg, 0.558 mmol), phenyl boronic acid (91 mg, 0.747 mmol), sodium carbonate (216 mg, 2.04 mmol), and Pd (II) EnCat (144 mg, 0.056 mmol, 0.39 mmol/g loading) were combined in a 2-5 mL microwave vial followed by the addition of 2 mL of dioxane, and 2 mL of water. The reaction was irradiated in a microwave at 120° C. for 40 minutes, followed by neutralization through the addition of 5 mL of 4 N HCl ... RXN SMILES: Br[C:2]1[CH:7]=[CH:6][C:5]([CH2:8][CH2:9][C:10]([CH3:25])([S:21]([CH3:24])(=[O:23])=[O:22])[C:11]([NH:13][O:14][CH:15]2[CH2:20][CH2:19][CH2:18][CH2:17][O:16]2)=[O:12])=[C:4]([F:26])[CH:3]=1.[C:27]1(B(O)O)[CH:32]=[CH:31][CH:30]=[CH:29][CH:28]=1.C(=O)([O-])[O-].[Na+].[Na+].BrC1C=CC(CCC(C)(S(C)(=O)=O)C(O)=O)=CC=1.Cl>O.O1CCOCC1>[F:26][C:4]1[CH:3]=[C:2]([C:27]2[CH:32]=[CH:31][CH:30]=[CH:29][CH:28]=2)[CH:7]=[CH:6][C:5]=1[CH2:8][CH2:9][C:10]([CH3:25])([S:21]([CH3:24])(=[O:23])=[O:22])[C:11]([NH:13][O:14][CH:15]1[CH2:20][CH2:19][CH2:18][CH2:17][O:16]1)=[O:12] |f:2.3.4|. Solvent: O (water), O1CCOCC1 (dioxane), O (water). Starting materials: C([O-])([O-])=O.[Na+].[Na+] (sodium carbonate), BrC1=CC=C(C=C1)CCC(C(=O)O)(S(=O)(=O)C)C ((+/−)-4-(4-Bromophenyl)-2-methyl-2-(methylsulfonyl)butanoic acid), BrC1=CC(=C(C=C1)CCC(C(=O)NOC1OCCCC1)(S(=O)(=O)C)C)F (4-(4-Bromo-2-fluorophenyl)-2-methyl-2-(methylsulfonyl)-N-(tetrahydro-2H-pyran-2-yloxy)butanamide), C1(=CC=CC=C1)B(O)O (phenyl boronic acid), Cl (HCl). The product is FC=1C=C(C=CC1CCC(C(=O)NOC1OCCCC1)(S(=O)(=O)C)C)C1=CC=CC=C1 (4-(3-Fluorobiphenyl-4-yl)-2-methyl-2-(methylsulfonyl)-N-(tetrahydro-2H-pyran-2-yloxy)butanamide), crude brown solid. The yield is 67.0%.